Dataset: the Open Reaction Database (ORD), a public repository of structured organic reaction records. Task: describe an organic reaction: reactants, conditions, products, and yield Conditions: temperature 175 celsius. Reaction SMILES: O[C:2]1[C:14]2[C:13]3[CH:12]=[CH:11][C:10]([C:15]([F:18])([F:17])[F:16])=[CH:9][C:8]=3[NH:7][C:6]=2[C:5]([C:19]#[N:20])=[CH:4][N:3]=1.O=P(Cl)(Cl)[Cl:23].C([O-])(O)=O.[Na+]>CCOC(C)=O>[Cl:23][C:2]1[C:14]2[C:13]3[CH:12]=[CH:11][C:10]([C:15]([F:18])([F:17])[F:16])=[CH:9][C:8]=3[NH:7][C:6]=2[C:5]([C:19]#[N:20])=[CH:4][N:3]=1 |f:2.3|. Yields the product ClC1=NC=C(C=2NC=3C=C(C=CC3C21)C(F)(F)F)C#N (1-Chloro-7-(trifluoromethyl)-5H-pyrido[4,3-b]indole-4-carbonitrile). Procedure: A mixture of 1-hydroxy-7-(trifluoromethyl)-5H-pyrido[4,3-b]indole-4-carbonitrile in an excess of POCl3 was heated in a microwave apparatus at 175° C. for a period of 13 min. The reaction mixture was poured slowly into cold EtOAc and saturated NaHCO3. The organic phase was separated, dried over Na2SO4, filtered and evaporated to give the title compound. Run in CCOC(=O)C (EtOAc). Reactants: C(=O)(O)[O-].[Na+] (NaHCO3), OC1=NC=C(C=2NC=3C=C(C=CC3C21)C(F)(F)F)C#N (1-hydroxy-7-(trifluoromethyl)-5H-pyrido[4,3-b]indole-4-carbonitrile), O=P(Cl)(Cl)Cl (POCl3). The reactants are C(C1=CC=CC=C1)OC(=O)NC1(CC1)C=1C(=CC2=C3N(C(COC31)COC3OCCCC3)C=C(C2=O)C(=O)OCC)F (ethyl 10-(1-benzyloxycarbonylaminocyclopropyl)-9-fluoro-3-(2-tetrahydropyranyloxymethyl)-7-oxo-2,3-dihydro-7H-pyrido[1,2,3-de][1,4]benzoxazine-6-carboxylate), O.C1(=CC=C(C=C1)S(=O)(=O)O)C (p-toluenesulfonic acid monohydrate). Solvent: C(C)O (ethanol). Run at time 4 hour. The product is C(C1=CC=CC=C1)OC(=O)NC1(CC1)C=1C(=CC2=C3N(C(COC31)CO)C=C(C2=O)C(=O)OCC)F (ethyl 10-(1-benzyloxycarbonylaminocyclopropyl)-9-fluoro-3-hydroxymethyl-7-oxo-2,3-dihydro-7H-pyrido[1,2,3-de][1,4]-benzoxazine-6-carboxylate). Yield: 61.1%. Reaction SMILES: [CH2:1]([O:8][C:9]([NH:11][C:12]1([C:15]2[C:16]([F:42])=[CH:17][C:18]3[C:35](=[O:36])[C:34]([C:37]([O:39][CH2:40][CH3:41])=[O:38])=[CH:33][N:20]4[CH:21]([CH2:25][O:26]C5CCCCO5)[CH2:22][O:23][C:24]=2[C:19]=34)[CH2:14][CH2:13]1)=[O:10])[C:2]1[CH:7]=[CH:6][CH:5]=[CH:4][CH:3]=1.O.C1(C)C=CC(S(O)(=O)=O)=CC=1>C(O)C>[CH2:1]([O:8][C:9]([NH:11][C:12]1([C:15]2[C:16]([F:42])=[CH:17][C:18]3[C:35](=[O:36])[C:34]([C:37]([O:39][CH2:40][CH3:41])=[O:38])=[CH:33][N:20]4[CH:21]([CH2:25][OH:26])[CH2:22][O:23][C:24]=2[C:19]=34)[CH2:13][CH2:14]1)=[O:10])[C:2]1[CH:7]=[CH:6][CH:5]=[CH:4][CH:3]=1 |f:1.2|. Procedure: In 2 ml of ethanol was dissolved 90 mg of ethyl 10-(1-benzyloxycarbonylaminocyclopropyl)-9-fluoro-3-(2-tetrahydropyranyloxymethyl)-7-oxo-2,3-dihydro-7H-pyrido[1,2,3-de][1,4]benzoxazine-6-carboxylate. To the resulting solution was added 10 mg of p-toluenesulfonic acid monohydrate. The resulting mixture was stirred at room temperature for 4 hours. The reaction mixture was concentrated under reduced pressure. Ethanol was added to the residue obtained, and the resulting crystals were collected by fi... Starting materials: CN1CCNCC1 (N-methylpiperazine), SC=1OC2=C(N1)C=C1C=CC=CC1=C2 (2-mercaptonaphtho[2,3-d]oxazole), P(Cl)(Cl)(Cl)(Cl)Cl (phosphorus pentachloride), P(Cl)(Cl)(Cl)(Cl)Cl (phosphorus pentachloride). Run in C1=CC=CC=C1 (benzene). Conditions: time 2.5 hour. Yields the product CN1CCN(CC1)C=1OC2=C(N1)C=C1C=CC=CC1=C2 (2-(4-Methyl-1-piperazinyl)naphtho[2,3-d]oxazole). As a reaction SMILES: S[C:2]1[O:3][C:4]2[CH:14]=[C:13]3[C:8]([CH:9]=[CH:10][CH:11]=[CH:12]3)=[CH:7][C:5]=2[N:6]=1.P(Cl)(Cl)(Cl)(Cl)Cl.[CH3:21][N:22]1[CH2:27][CH2:26][NH:25][CH2:24][CH2:23]1>C1C=CC=CC=1>[CH3:21][N:22]1[CH2:27][CH2:26][N:25]([C:2]2[O:3][C:4]3[CH:14]=[C:13]4[C:8]([CH:9]=[CH:10][CH:11]=[CH:12]4)=[CH:7][C:5]=3[N:6]=2)[CH2:24][CH2:23]1. Reported procedure: A 100 mg portion of 2-mercaptonaphtho[2,3-d]oxazole dissolved in 30 ml of anhydrous benzene was mixed with 130 mg of phosphorus pentachloride, and the mixture was refluxed under heating for 2 hours. To this was further added 90 mg of phosphorus pentachloride, followed by additional 2.5 hours of heating under reflux. Under cooling with ice, 995 mg of N-methylpiperazine was added to the resulting solution, and the reaction was carried out for 1 hour at the same temperature and then for 48 hours at... As a reaction SMILES: [C:1]([Si:2]([CH3:3])([CH3:4])[O:6][CH:7]1[CH2:8][CH2:9][C:10]([n:13]2[n:14][cH:15][c:16](-[c:18]3[n:19][c:20]([Cl:24])[n:21][cH:22][cH:23]3)[cH:17]2)([CH2:25][C:26]#[N:27])[CH2:11][CH2:12]1)([CH3:5])([CH3:28])[CH3:29].[CH3:35][C:36]#[N:37].[Si:30]([F:31])([OH:32])([OH:33])[OH:34]>>[OH:6][CH:7]1[CH2:8][CH2:9][C:10]([n:13]2[n:14][cH:15][c:16](-[c:18]3[n:19][c:20]([Cl:24])[n:21][cH:22][cH:23]3)[cH:17]2)([CH2:25][C:26]#[N:27])[CH2:11][CH2:12]1. Product: N#CCC1(n2cc(-c3ccnc(Cl)n3)cn2)CCC(O)CC1. Starting materials: CC(C)(C)[Si](C)(C)OC1CCC(CC#N)(n2cc(-c3ccnc(Cl)n3)cn2)CC1, CC#N, O[Si](O)(O)F. Starting materials: C(C1=CC=CC=C1)N1C([C@H](O[C@@H](C2=C1C=CC(=C2)Cl)C2=C(C=CC=C2)Cl)CO)=O (trans-1-benzyl-7-chloro-5-(2-chlorophenyl)-2-oxo-1,2,3,5-tetrahydro-4,1-benzoxazepine-3-methanol), CC(=O)C.OS(=O)(=O)O.O=[Cr](=O)=O (Jones reagent). Run in CC(=O)C (acetone). Product: C(C1=CC=CC=C1)N1C([C@H](O[C@@H](C2=C1C=CC(=C2)Cl)C2=C(C=CC=C2)Cl)C(=O)O)=O (trans-1-benzyl-7-chloro-5-(2-chlorophenyl)-2-oxo-1,2,3,5-tetrahydro-4,1-benzoxazepine-3-carboxylic acid). As a reaction SMILES: [CH2:1]([N:8]1[C:14]2[CH:15]=[CH:16][C:17]([Cl:19])=[CH:18][C:13]=2[C@@H:12]([C:20]2[CH:25]=[CH:24][CH:23]=[CH:22][C:21]=2[Cl:26])[O:11][C@H:10]([CH2:27][OH:28])[C:9]1=[O:29])[C:2]1[CH:7]=[CH:6][CH:5]=[CH:4][CH:3]=1.CC(C)=[O:32].OS(O)(=O)=O.O=[Cr](=O)=O>CC(C)=O>[CH2:1]([N:8]1[C:14]2[CH:15]=[CH:16][C:17]([Cl:19])=[CH:18][C:13]=2[C@@H:12]([C:20]2[CH:25]=[CH:24][CH:23]=[CH:22][C:21]=2[Cl:26])[O:11][C@H:10]([C:27]([OH:32])=[O:28])[C:9]1=[O:29])[C:2]1[CH:7]=[CH:6][CH:5]=[CH:4][CH:3]=1 |f:1.2.3|. Procedure details: In 20 ml of acetone was dissolved 0.5 g of trans-1-benzyl-7-chloro-5-(2-chlorophenyl)-2-oxo-1,2,3,5-tetrahydro-4,1-benzoxazepine-3-methanol obtained in Example 46. To the solution was added dropwise, while stirring at room temperature, 0.5 ml of a Jones reagent. The reaction mixture was stirred for one hour at room temperature, which was then concentrated under reduced pressure The concentrate was subjected to extraction with ethyl acetate. The organic layer was washed with water and dried, then... The reactants are CCN(Cc1ccccc1)SN1C(=O)c2ccccc2C1=O, Sc1ccccc1, c1ccccc1. Product: CCN(Cc1ccccc1)SSc1ccccc1. RXN SMILES: [CH2:1]([CH3:2])[N:3]([S:4][N:5]1[C:6](=[O:7])[c:8]2[cH:9][cH:10][cH:11][cH:12][c:13]2[C:14]1=[O:15])[CH2:16][c:17]1[cH:18][cH:19][cH:20][cH:21][cH:22]1.[SH:23][c:24]1[cH:25][cH:26][cH:27][cH:28][cH:29]1.[cH:30]1[cH:31][cH:32][cH:33][cH:34][cH:35]1>>[CH2:1]([CH3:2])[N:3]([S:4][S:23][c:24]1[cH:25][cH:26][cH:27][cH:28][cH:29]1)[CH2:16][c:17]1[cH:18][cH:19][cH:20][cH:21][cH:22]1. Reported procedure: To a solution of methyl (3RS)-5-benzyloxy-3-hydroxy-3-(4-methoxyphenyl)-1-(3,4-methylenedioxyphenyl)indene-2carboxylate (crude material prepared above) in CH2Cl2 (75 ml) under an argon atmosphere at 0° C. was added triethylsilane (3.9 ml, 23.6 mmol), followed by boron trifluoride etherate (14.7 ml, 120 mmol). The reaction mixture was stirred for 10 min at 0° C., at which time the mixture was partitioned between 3M HCl and EtOAc. The organic extract was washed successively with H2O, aqueous NaHCO... Reactants: C(C1=CC=CC=C1)OC=1C=C2C(C(=C(C2=CC1)C1=CC2=C(C=C1)OCO2)C(=O)OC)(C2=CC=C(C=C2)OC)O (methyl (3RS)-5-benzyloxy-3-hydroxy-3-(4-methoxyphenyl)-1-(3,4-methylenedioxyphenyl)indene-2carboxylate), C(C)[SiH](CC)CC (triethylsilane), B(F)(F)F.CCOCC (boron trifluoride etherate). Product: C(C1=CC=CC=C1)OC=1C=C2C(=C(C(C2=CC1)C1=CC2=C(C=C1)OCO2)C(=O)OC)C2=CC=C(C=C2)OC (Methyl (RS)-5-Benzyloxy-3-(4-methoxyphenyl)-1-(3,4-methylenedioxyphenyl)indene-2-carboxylate). Isolated yield 83.0%. RXN SMILES: [CH2:1]([O:8][C:9]1[CH:10]=[C:11]2[C:15](=[CH:16][CH:17]=1)[C:14]([C:18]1[CH:23]=[CH:22][C:21]3[O:24][CH2:25][O:26][C:20]=3[CH:19]=1)=[C:13]([C:27]([O:29][CH3:30])=[O:28])[C:12]2(O)[C:31]1[CH:36]=[CH:35][C:34]([O:37][CH3:38])=[CH:33][CH:32]=1)[C:2]1[CH:7]=[CH:6][CH:5]=[CH:4][CH:3]=1.C([SiH](CC)CC)C.B(F)(F)F.CCOCC>C(Cl)Cl>[CH2:1]([O:8][C:9]1[CH:10]=[C:11]2[C:15](=[CH:16][CH:17]=1)[CH:14]([C:18]1[CH:23]=[CH:22][C:21]3[O:24][CH2:25][O:26][C:20]=3[CH:19]=1)[C:13]([C:27]([O:29][CH3:30])=[O:28])=[C:12]2[C:31]1[CH:36]=[CH:35][C:34]([O:37][CH3:38])=[CH:33][CH:32]=1)[C:2]1[CH:7]=[CH:6][CH:5]=[CH:4][CH:3]=1 |f:2.3|. The solvent is C(Cl)Cl (CH2Cl2). Conditions: temperature 0 celsius, time 10 minute. The reactants are C(C)(C)(C)OC(=O)N1[C@@H](CC(C1)=CC#N)C(=O)O ((2S,4EZ)-1-(tert-butoxycarbonyl)-4-(cyanomethylene)-2-pyrrolidinecarboxylic acid), C1(=CC=C(C=C1)C(=O)Cl)C1=CC=CC=C1 ([1,1′-biphenyl]-4-carbonyl chloride), C(C)N1C2=CC=CC=C2C=2C=C(C=CC12)N (9-ethyl-9H-carbazol-3-amine). Product: C1(=CC=C(C=C1)C(=O)N1[C@@H](CC(C1)=CC#N)C(=O)NC=1C=CC=2N(C3=CC=CC=C3C2C1)CC)C1=CC=CC=C1 ((2S,4EZ)-1-([1,1′-biphenyl]-4-ylcarbonyl)-4-(cyanomethylene)-N-(9-ethyl-9H-carbazol-3-yl)-2-pyrrolidinecarboxamide). Reaction SMILES: C(O[C:6]([N:8]1[CH2:12][C:11](=[CH:13][C:14]#[N:15])[CH2:10][C@H:9]1[C:16]([OH:18])=O)=[O:7])(C)(C)C.[C:19]1([C:28]2[CH:33]=[CH:32][CH:31]=[CH:30][CH:29]=2)[CH:24]=[CH:23][C:22](C(Cl)=O)=[CH:21][CH:20]=1.[CH2:34]([N:36]1[C:48]2[CH:47]=[CH:46][C:45]([NH2:49])=[CH:44][C:43]=2[C:42]2[C:37]1=[CH:38][CH:39]=[CH:40][CH:41]=2)[CH3:35]>>[C:28]1([C:19]2[CH:20]=[CH:21][CH:22]=[CH:23][CH:24]=2)[CH:29]=[CH:30][C:31]([C:6]([N:8]2[CH2:12][C:11](=[CH:13][C:14]#[N:15])[CH2:10][C@H:9]2[C:16]([NH:49][C:45]2[CH:46]=[CH:47][C:48]3[N:36]([CH2:34][CH3:35])[C:37]4[C:42]([C:43]=3[CH:44]=2)=[CH:41][CH:40]=[CH:39][CH:38]=4)=[O:18])=[O:7])=[CH:32][CH:33]=1. Reported procedure: Following the general method as outlined in Example 22, starting from (2S,4EZ)-1-(tert-butoxycarbonyl)-4-(cyanomethylene)-2-pyrrolidinecarboxylic acid, [1,1′-biphenyl]-4-carbonyl chloride, and 9-ethyl-9H-carbazol-3-amine the title compound was obtained in 32% purity by LC/MS. MS(ESI+): m/z=525.4.